Dataset: the Open Reaction Database (ORD), a public repository of structured organic reaction records. Task: describe an organic reaction: reactants, conditions, products, and yield Product: O=C(O)C1=NOC(C(O)(C(F)(F)F)C(F)(F)F)C1. As a reaction SMILES: [CH3:23][CH2:24][OH:25].[F:1][C:2]([C:3]([C:4]([F:5])([F:6])[F:7])([OH:8])[CH:9]1[CH2:10][C:11]([C:14](=[O:15])[O:16][CH2:17][CH3:18])=[N:12][O:13]1)([F:19])[F:20].[Na+:22].[OH-:21]>>[F:1][C:2]([C:3]([C:4]([F:5])([F:6])[F:7])([OH:8])[CH:9]1[CH2:10][C:11]([C:14](=[O:15])[OH:16])=[N:12][O:13]1)([F:19])[F:20]. The reactants are CCO, CCOC(=O)C1=NOC(C(O)(C(F)(F)F)C(F)(F)F)C1, [Na+], [OH-]. Reactants: N1(CCOCC1)C1=C(C=C(C=C1)C(=O)N1CC=2N(CC3=C1C=CC=C3)C(=CC2)C(C(Cl)(Cl)Cl)=O)S(=O)(=O)N (2-Morpholin-4-yl-5-{[3-(trichloroacetyl)-5H-pyrrolo[2,1-c][1,4]benzodiazepin-10(11H)-yl]carbonyl}benzenesulfonamide), NCC=1C=NC=CC1 (3-aminomethylpyridine), O (water). Solvent: O1CCOCC1 (1,4-dioxane). Yields the product O.NS(=O)(=O)C=1C=C(C(=O)N2CC=3N(CC4=C2C=CC=C4)C(=CC3)C(=O)NCC=3C=NC=CC3)C=CC1N1CCOCC1.NS(=O)(=O)C=1C=C(C(=O)N3CC=4N(CC2=C3C=CC=C2)C(=CC4)C(=O)NCC=4C=NC=CC4)C=CC1N1CCOCC1 (10-[3-(Aminosulfonyl)-4-morpholin-4-ylbenzoyl]-N-(pyridin-3-ylmethyl)-10,11-dihydro-5H-pyrrolo[2,1-c][1,4]benzodiazepine-3-carboxamide hemihydrate). Isolated yield 63.0%. Reaction SMILES: [N:1]1([C:7]2[CH:12]=[CH:11][C:10]([C:13]([N:15]3[C:21]4[CH:22]=[CH:23][CH:24]=[CH:25][C:20]=4[CH2:19][N:18]4[C:26]([C:29](=[O:34])C(Cl)(Cl)Cl)=[CH:27][CH:28]=[C:17]4[CH2:16]3)=[O:14])=[CH:9][C:8]=2[S:35]([NH2:38])(=[O:37])=[O:36])[CH2:6][CH2:5][O:4][CH2:3][CH2:2]1.[NH2:39][CH2:40][C:41]1[CH:42]=[N:43][CH:44]=[CH:45][CH:46]=1.O>O1CCOCC1>[OH2:4].[NH2:38][S:35]([C:8]1[CH:9]=[C:10]([CH:11]=[CH:12][C:7]=1[N:1]1[CH2:6][CH2:5][O:4][CH2:3][CH2:2]1)[C:13]([N:15]1[C:21]2[CH:22]=[CH:23][CH:24]=[CH:25][C:20]=2[CH2:19][N:18]2[C:26]([C:29]([NH:39][CH2:40][C:41]3[CH:42]=[N:43][CH:44]=[CH:45][CH:46]=3)=[O:34])=[CH:27][CH:28]=[C:17]2[CH2:16]1)=[O:14])(=[O:37])=[O:36].[NH2:38][S:35]([C:8]1[CH:9]=[C:10]([CH:11]=[CH:12][C:7]=1[N:1]1[CH2:6][CH2:5][O:4][CH2:3][CH2:2]1)[C:13]([N:15]1[C:21]2[CH:22]=[CH:23][CH:24]=[CH:25][C:20]=2[CH2:19][N:18]2[C:26]([C:29]([NH:39][CH2:40][C:41]3[CH:42]=[N:43][CH:44]=[CH:45][CH:46]=3)=[O:34])=[CH:27][CH:28]=[C:17]2[CH2:16]1)=[O:14])(=[O:37])=[O:36] |f:4.5.6|. Procedure details: A solution containing 0.83 g (0.0014 mol) of 2-morpholin-4-yl-5-{[3-(trichloroacetyl)-5H-pyrrolo[2,1-c][1,4]benzodiazepin-10(11H)-yl]carbonyl}benzenesulfonamide of Step C and 0.30 g (0.0028 mol) of 3-aminomethylpyridine in 25 mL of 1,4-dioxane was stirred under reflux overnight. The reaction mixture was allowed to cool to room temperature and poured into 200 mL of water. The beige solid that precipitated was collected and washed with water to provide the title compound (0.35 g), m.p. 159-161° C. Starting materials: O[C@@H](COC1=NC(=C(C2=CC(=CC=C12)OC)C1=CC=CC=C1)C#N)CO (1-{[(2R)-2,3-dihydroxypropyl]oxy}-6-methoxy-4-phenylisoquinoline-3-carbonitrile), CC1(OC[C@H](O1)COC1=NC(=C(C2=CC(=CC=C12)OC(F)F)C1=CC(=CC=C1)F)C#N)C (1-{[(4R)-2,2-dimethyl-1,3-dioxolan-4-yl]methoxy}-6-(difluoromethoxy)-4-(3-fluorophenyl)isoquinoline-3-carbonitrile). Product: FC(OC=1C=C2C(=C(N=C(C2=CC1)OC[C@H](CO)O)C#N)C1=CC(=CC=C1)F)F (6-(difluoromethoxy)-1-{[(2S)-2,3-dihydroxypropyl]oxy}-4-(3-fluorophenyl)isoquinoline-3-carbonitrile). As a reaction SMILES: O[C@H](CO)COC1C2C(=CC(OC)=CC=2)C(C2C=CC=CC=2)=C(C#N)N=1.CC1(C)[O:32][C@H:31]([CH2:33][O:34][C:35]2[C:44]3[C:39](=[CH:40][C:41]([O:45][CH:46]([F:48])[F:47])=[CH:42][CH:43]=3)[C:38]([C:49]3[CH:54]=[CH:53][CH:52]=[C:51]([F:55])[CH:50]=3)=[C:37]([C:56]#[N:57])[N:36]=2)[CH2:30][O:29]1>>[F:48][CH:46]([F:47])[O:45][C:41]1[CH:40]=[C:39]2[C:44](=[CH:43][CH:42]=1)[C:35]([O:34][CH2:33][C@@H:31]([OH:32])[CH2:30][OH:29])=[N:36][C:37]([C:56]#[N:57])=[C:38]2[C:49]1[CH:54]=[CH:53][CH:52]=[C:51]([F:55])[CH:50]=1. Reported procedure: Following the procedure for 1-{[(2R)-2,3-dihydroxypropyl]oxy}-6-methoxy-4-phenylisoquinoline-3-carbonitrile, using 1-{[(4R)-2,2-dimethyl-1,3-dioxolan-4-yl]methoxy}-6-(difluoromethoxy)-4-(3-fluorophenyl)isoquinoline-3-carbonitrile in place of 1-{[(4S)-2,2-dimethyl-1,3-dioxolan-4-yl]methoxy}-6-methoxy-4-phenylisoquinoline-3-carbonitrile, the title compound was synthesized. The reactants are C(C)OC(C(C(OC(C(F)(F)F)=O)C1=CC=C(C=C1)OCC1=CC=CC=C1)(C)OC1=CC=C(C=C1)F)=O (3-(4-Benzyloxyphenyl)-2-(4-fluoro-phenoxy)-2-methyl-3-(2,2,2-trifluoroacetoxy)propionic acid ethyl ester). Reagents/catalysts: [Pd] (palladium on carbon). Solvent: C(C)(=O)OCC (ethyl acetate). Run at time 20 hour. The product is C(C)OC(C(CC1=CC=C(C=C1)O)(C)OC1=CC=C(C=C1)F)=O (2-(4-Fluorophenoxy)-3-(4-hydroxyphenyl)-2-methyl-propionic acid ethyl ester). Reaction SMILES: [CH2:1]([O:3][C:4](=[O:37])[C:5]([O:29][C:30]1[CH:35]=[CH:34][C:33]([F:36])=[CH:32][CH:31]=1)([CH3:28])[CH:6]([C:14]1[CH:19]=[CH:18][C:17]([O:20]CC2C=CC=CC=2)=[CH:16][CH:15]=1)OC(=O)C(F)(F)F)[CH3:2]>C(OCC)(=O)C.[Pd]>[CH2:1]([O:3][C:4](=[O:37])[C:5]([O:29][C:30]1[CH:35]=[CH:34][C:33]([F:36])=[CH:32][CH:31]=1)([CH3:28])[CH2:6][C:14]1[CH:19]=[CH:18][C:17]([OH:20])=[CH:16][CH:15]=1)[CH3:2]. Procedure: 3-(4-Benzyloxyphenyl)-2-(4-fluoro-phenoxy)-2-methyl-3-(2,2,2-trifluoroacetoxy)propionic acid ethyl ester (2.1 mmol) was dissolved in ethyl acetate (30 mL) and treated with 5% palladium on carbon (300 mg), and stirred under an atmosphere of hydrogen for 20 h. The suspension was filtered through celite and concentrated in vacuo to an oil.